Dataset: the Open Reaction Database (ORD), a public repository of structured organic reaction records. Task: describe an organic reaction: reactants, conditions, products, and yield Reactants: O=C([O-])[O-], CN(C)C=O, [K+], [K+], O=C(C1=NCCCCN1)c1ccccc1Br, c1ccccc1. Yields the product O=C1C2=NCCCCN2c2ccccc21. RXN SMILES: [C:17](=[O:18])([O-:19])[O-:20].[CH3:23][N:24]([CH3:25])[CH:26]=[O:27].[K+:21].[K+:22].[NH:1]1[C:2]([C:8](=[O:9])[c:10]2[c:11]([Br:16])[cH:12][cH:13][cH:14][cH:15]2)=[N:3][CH2:4][CH2:5][CH2:6][CH2:7]1.[cH:28]1[cH:29][cH:30][cH:31][cH:32][cH:33]1>>[N:1]1=[C:2]2[N:3]([CH2:4][CH2:5][CH2:6][CH2:7]1)[c:11]1[c:10]([cH:15][cH:14][cH:13][cH:12]1)[C:8]2=[O:9]. Starting materials: O=C([O-])O, CN(C)C=O, Cc1nc(C(=O)O)c(C)s1, Cc1ccc(Oc2ccc3nc(NC(=O)C4CC4)nn3c2)cc1N, [Na+], C1CCOC1, O=S(Cl)Cl. The product is Cc1nc(C(=O)Nc2cc(Oc3ccc4nc(NC(=O)C5CC5)nn4c3)ccc2C)c(C)s1. As a reaction SMILES: [C:49](=[O:50])([O-:51])[OH:52].[CH3:11][N:12]([CH3:13])[CH:14]=[O:15].[CH3:1][c:2]1[s:3][c:4]([CH3:10])[c:5]([C:7](=[O:8])[OH:9])[n:6]1.[NH2:20][c:21]1[cH:22][c:23]([O:24][c:25]2[cH:26][cH:27][c:28]3[n:29]([cH:30]2)[n:31][c:32]([NH:34][C:35](=[O:36])[CH:37]2[CH2:38][CH2:39]2)[n:33]3)[cH:40][cH:41][c:42]1[CH3:43].[Na+:53].[O:44]1[CH2:45][CH2:46][CH2:47][CH2:48]1.[S:16]([Cl:17])([Cl:18])=[O:19]>>[CH3:1][c:2]1[s:3][c:4]([CH3:10])[c:5]([C:7](=[O:9])[NH:20][c:21]2[cH:22][c:23]([O:24][c:25]3[cH:26][cH:27][c:28]4[n:29]([cH:30]3)[n:31][c:32]([NH:34][C:35](=[O:36])[CH:37]3[CH2:38][CH2:39]3)[n:33]4)[cH:40][cH:41][c:42]2[CH3:43])[n:6]1.